This data is from the Open Reaction Database (ORD), a public repository of structured organic reaction records. The task is: describe an organic reaction: reactants, conditions, products, and yield The reactants are ClC1=C2N=CN(C2=NC(=N1)I)C(C)C (6-Chloro-2-iodo-9-isopropyl-9H-purine), C(C)OP(OCC)(=O)C([PH2]=O)(OCC)C1=CC=C(C=C1)N ([(4-amino-phenyl)-ethoxy-phosphinoylmethyl]-phosphonic acid diethyl ester), CCN(C(C)C)C(C)C (DIPEA). Run in CCO (EtOH). Run at temperature 105 celsius. Product: C(C)OP(OCC)(=O)C([PH2]=O)(C1=CC=C(C=C1)NC1=C2N=CN(C2=NC(=N1)I)C(C)C)OCC ({Ethoxy-[4-(2-iodo-9-isopropyl-9H-purin-6-ylamino)-phenyl]-phosphinoylmethyl}-phosphonic Acid Diethyl Ester). RXN SMILES: Cl[C:2]1[N:10]=[C:9]([I:11])[N:8]=[C:7]2[C:3]=1[N:4]=[CH:5][N:6]2[CH:12]([CH3:14])[CH3:13].[CH2:15]([O:17][P:18]([C:23]([C:29]1[CH:34]=[CH:33][C:32]([NH2:35])=[CH:31][CH:30]=1)([O:26][CH2:27][CH3:28])[PH2:24]=[O:25])(=[O:22])[O:19][CH2:20][CH3:21])[CH3:16].CCN(C(C)C)C(C)C>CCO>[CH2:15]([O:17][P:18]([C:23]([O:26][CH2:27][CH3:28])([C:29]1[CH:30]=[CH:31][C:32]([NH:35][C:2]2[N:10]=[C:9]([I:11])[N:8]=[C:7]3[C:3]=2[N:4]=[CH:5][N:6]3[CH:12]([CH3:14])[CH3:13])=[CH:33][CH:34]=1)[PH2:24]=[O:25])(=[O:22])[O:19][CH2:20][CH3:21])[CH3:16]. Reported procedure: 6-Chloro-2-iodo-9-isopropyl-9H-purine (1.7 g, 5.2 mmol), [(4-amino-phenyl)-ethoxy-phosphinoylmethyl]-phosphonic acid diethyl ester (2.6 g, 7.7 mmol), and DIPEA (2.7 mL, 15.5 mmol) were dissolved in EtOH (27 mL) and heated in a sealed tube at 105° C. for 48 h. After cooling, the EtOH was evaporated. The residue was poured into water and extracted with EtOAc. The combined extracts, were washed with water, sat'd NaCl, then dried over MgSO4 and filtered. Concentration yielded an oil which was purifi... Starting materials: C(C)(=O)[O-].[NH4+] (Ammonium acetate), CC1(CNCC(C1=O)C)C (3,3,5-trimethyl-4-piperidone), C(#N)[BH3-].[Na+] (sodium cyanoborohydride). Solvent: CO (methanol). Reaction conditions: temperature 0 celsius, time 3 hour. The product is NC1C(CNCC1C)(C)C (4-amino-3,3,5-trimethylpiperidine). Reaction SMILES: C([O-])(=O)C.[NH4+].[CH3:6][C:7]1([CH3:15])[C:12](=O)[CH:11]([CH3:14])[CH2:10][NH:9][CH2:8]1.C([BH3-])#[N:17].[Na+]>CO>[NH2:17][CH:12]1[CH:11]([CH3:14])[CH2:10][NH:9][CH2:8][C:7]1([CH3:15])[CH3:6] |f:0.1,3.4|. Procedure: Ammonium acetate (2.5 g, 32.46 mmol) was added to the stirred solution of 3,3,5-trimethyl-4-piperidone (0.8 g, 5.67 mmol) in methanol (20 ml) and stirring was continued for 3 hr at ambient temperature. The resulting mixture was cooled at 0° C. and sodium cyanoborohydride (0.25 g, 3.96 mmol) was added to it. Cooling was removed after 10 min. and resulting mixture was stirred for 6 hr at ambient temperature. The reaction mixture was concentrated to dryness, triturated with water, acidified with co...